From a dataset of the Open Reaction Database (ORD), a public repository of structured organic reaction records. describe an organic reaction: reactants, conditions, products, and yield Reactants: COC(=O)NC(=S)Nc1ccc(SC(N)=O)cc1[N+](=O)[O-], COC(=O)N=C=S, CC(C)=O, [Fe], NC(=O)Sc1ccc(N)c([N+](=O)[O-])c1, NC(=O)Sc1ccc(N)c(N)c1. Yields the product COC(=O)NC(=S)Nc1ccc(SC(N)=O)cc1NC(=S)NC(=O)OC. As a reaction SMILES: [C:15]([NH2:16])(=[O:17])[S:18][c:19]1[cH:20][c:21]([N+:33]([O-:34])=[O:35])[c:22]([NH:25][C:26](=[S:27])[NH:28][C:29](=[O:30])[O:31][CH3:32])[cH:23][cH:24]1.[CH3:48][O:49][C:50](=[O:51])[N:52]=[C:53]=[S:54].[CH3:56][C:57](=[O:58])[CH3:59].[Fe:55].[NH2:1][c:2]1[cH:3][cH:4][c:5]([S:6][C:7](=[O:8])[NH2:9])[cH:10][c:11]1[N+:12]([O-:13])=[O:14].[NH2:36][c:37]1[cH:38][cH:39][c:40]([S:41][C:42](=[O:43])[NH2:44])[cH:45][c:46]1[NH2:47]>>[C:15]([NH2:16])(=[O:17])[S:18][c:19]1[cH:20][c:21]([NH:33][C:53]([NH:52][C:50]([O:49][CH3:48])=[O:51])=[S:54])[c:22]([NH:25][C:26](=[S:27])[NH:28][C:29](=[O:30])[O:31][CH3:32])[cH:23][cH:24]1. Starting materials: FC=1C=C(N)C=CC1F (3,4-difluoroaniline), C(C)(=O)OC(C)=O (acetic anhydride). Solvent: ice water. Run at time 30 minute. The product is FC=1C=C(C=CC1F)NC(C)=O (N-(3,4-difluorophenyl)acetamide). As a reaction SMILES: [F:1][C:2]1[CH:3]=[C:4]([CH:6]=[CH:7][C:8]=1[F:9])[NH2:5].[C:10](OC(=O)C)(=[O:12])[CH3:11]>>[F:1][C:2]1[CH:3]=[C:4]([NH:5][C:10](=[O:12])[CH3:11])[CH:6]=[CH:7][C:8]=1[F:9]. Procedure: To 3,4-difluoroaniline (28.2 g) was added acetic anhydride (30 ml) slowly. After allowed to stand for 30 minutes, the reaction mixture was poured into ice water (100 ml). The resulting precipitate was collected by filtration and washed with water sufficiently to give the title compound (34.7 g) as colorless needles, mp 127°-127.5° C. Starting materials: CCOC(=O)N1c2ccccc2C=CC1OCC, CCOC(=O)Nc1ccc(C(=O)NN)cc1, C1CCOC1, CC#N, Cl, O=C(O)CSCCOc1ccccc1. Product: CCOC(=O)Nc1ccc(C(=O)NNC(=O)CSCCOc2ccccc2)cc1. RXN SMILES: [CH2:1]([O:2][CH:3]1[CH:4]=[CH:5][c:6]2[c:7]([cH:8][cH:9][cH:10][cH:11]2)[N:12]1[C:13]([O:14][CH2:15][CH3:16])=[O:17])[CH3:18].[CH2:33]([CH3:34])[O:35][C:36]([NH:37][c:38]1[cH:39][cH:40][c:41]([C:44](=[O:45])[NH:46][NH2:47])[cH:42][cH:43]1)=[O:48].[CH2:53]1[O:54][CH2:55][CH2:56][CH2:57]1.[CH3:50][C:51]#[N:52].[ClH:49].[O:19]([c:20]1[cH:21][cH:22][cH:23][cH:24][cH:25]1)[CH2:26][CH2:27][S:28][CH2:29][C:30](=[O:31])[OH:32]>>[O:19]([c:20]1[cH:21][cH:22][cH:23][cH:24][cH:25]1)[CH2:26][CH2:27][S:28][CH2:29][C:30](=[O:32])[NH:47][NH:46][C:44]([c:41]1[cH:40][cH:39][c:38]([NH:37][C:36]([O:35][CH2:33][CH3:34])=[O:48])[cH:43][cH:42]1)=[O:45]. Starting materials: C(C)OC=1C(C(C1OCC)=O)=O (3,4-diethoxy-3-cyclobutene-1,2-dione), CC(C)(C)OC(NCCCNCC#N)=O ([3-(cyanomethylamino)propyl]carbamic acid 1,1-dimethylethyl ester). The solvent is C(C)O (ethanol), C(C)O (ethanol). The product is CC(C)(C)OC(NCCCN(C1=C(C(C1=O)=O)OCC)CC#N)=O ([3-[(cyanomethyl)-(2-ethoxy-3,4-dioxo-1-cyclobuten-1-yl)amino]-propyl]carbamic acid 1,1-dimethylethyl ester). Yield: 90.2%. Reaction SMILES: C(O[C:4]1[C:5](=[O:12])[C:6](=[O:11])[C:7]=1[O:8][CH2:9][CH3:10])C.[CH3:13][C:14]([O:17][C:18](=[O:27])[NH:19][CH2:20][CH2:21][CH2:22][NH:23][CH2:24][C:25]#[N:26])([CH3:16])[CH3:15]>C(O)C>[CH3:16][C:14]([O:17][C:18](=[O:27])[NH:19][CH2:20][CH2:21][CH2:22][N:23]([CH2:24][C:25]#[N:26])[C:4]1[C:5](=[O:12])[C:6](=[O:11])[C:7]=1[O:8][CH2:9][CH3:10])([CH3:13])[CH3:15]. Procedure details: A solution of 3,4-diethoxy-3-cyclobutene-1,2-dione (2.6 mL, 18 mmol) in absolute ethanol (90 mL) was treated with [3-(cyanomethylamino)propyl]carbamic acid 1,1-dimethylethyl ester (3.90 g, 18 mmol) in ethanol (30 mL) over 90 min. After 40 hours the reaction mixture was evaporated, dissolved in dichloromethane, preadsorbed onto silica gel, and purified by flash chromatography (7 cm diameter, gradient elution with 0-5% methanol in dichloromethane) to yield [3-[(cyanomethyl)-(2-ethoxy-3,4-dioxo-1-c... The reactants are FC(C1=NC2=C(C=CC=C2C(N1)=O)F)(C1=NC=C(C=C1)F)F (2-(difluoro(5-fluoropyridin-2-yl)methyl)-8-fluoroquinazolin-4(3H)-one), CCN(C(C)C)C(C)C (DIEA), P(=O)(Cl)(Cl)Cl (phosphorous oxychloride). Conditions: temperature 115 celsius. Product: ClC1=NC(=NC2=C(C=CC=C12)F)C(C1=NC=C(C=C1)F)(F)F (4-chloro-2-(difluoro(5-fluoropyridin-2-yl)methyl)-8-fluoroquinazoline). RXN SMILES: [F:1][C:2]([F:22])([C:15]1[CH:20]=[CH:19][C:18]([F:21])=[CH:17][N:16]=1)[C:3]1[NH:12][C:11](=O)[C:10]2[C:5](=[C:6]([F:14])[CH:7]=[CH:8][CH:9]=2)[N:4]=1.CCN(C(C)C)C(C)C.P(Cl)(Cl)([Cl:34])=O>>[Cl:34][C:11]1[C:10]2[C:5](=[C:6]([F:14])[CH:7]=[CH:8][CH:9]=2)[N:4]=[C:3]([C:2]([F:22])([F:1])[C:15]2[CH:20]=[CH:19][C:18]([F:21])=[CH:17][N:16]=2)[N:12]=1. Procedure: To 2-(difluoro(5-fluoropyridin-2-yl)methyl)-8-fluoroquinazolin-4(3H)-one (309 mg, 1.0 mmol) were added DIEA (0.36 mL, 2.0 mmol) and phosphorous oxychloride (7.0 mL, 76 mmol, and the mixture was heated at 115° C. for 6 h. The mixture was allowed to cool to rt and then was concentrated under reduced pressure. Toluene was added and evaporated twice to remove residual phosphorous oxychloride. The residue was partitioned between EtOAc (20 mL) and cold saturated aq NaHCO3 (10 mL). The separated EtOAc ... Starting materials: C(C(=O)O)(=O)O.ClC=1C=C(C=C(C1)Cl)C1CNCC1 (3-(3,5-dichlorophenyl)pyrrolidine oxalate). Solvent: [OH-].[Na+] (NaOH). Yields the product ClC=1C=C(C=C(C1)Cl)[C@@H]1CNCC1 ((R)-3-(3,5-dichlorophenyl)pyrrolidine). Yield: 97.8%. As a reaction SMILES: C(O)(=O)C(O)=O.[Cl:7][C:8]1[CH:9]=[C:10]([CH:15]2[CH2:19][CH2:18][NH:17][CH2:16]2)[CH:11]=[C:12]([Cl:14])[CH:13]=1>[OH-].[Na+]>[Cl:7][C:8]1[CH:9]=[C:10]([C@H:15]2[CH2:19][CH2:18][NH:17][CH2:16]2)[CH:11]=[C:12]([Cl:14])[CH:13]=1 |f:0.1,2.3|. Procedure details: 3-(3,5-dichlorophenyl)pyrrolidine oxalate (471.6 g, 1.54 mol) was dissolved in 2 M aqueous NaOH solution (1000 mL) and extracted with ethyl acetate (3×350 mL). The combined organic extracts were dried over sodium sulfate and evaporated under reduced pressure to provide the free base of (R)-3-(3,5-dichlorophenyl)pyrrolidine (325.4 g, 98%) as a clear amber oil. A 5 L round bottom flask was fitted with a mechanical stirrer, a heating mantle, a J-Kem temperature probe/controller, a water cooled refl... The reactants are C(CC(=O)C)(=O)OCCOC\C=C\C1=CC=C(C=C1)CC=1C=NC=CC1 (2-[(E)-3-[4-(pyridin-3-ylmethyl)phenyl]allyloxy]ethyl acetoacetate), N\C(=C/C(=O)OC)\C (methyl 3-aminocrotonate), [N+](=O)([O-])C=1C=C(C=O)C=CC1 (3-nitrobenzaldehyde). Run in C(C)O (ethanol). Product: CC=1NC(=C(C(C1C(=O)OCCOC\C=C\C1=CC=C(C=C1)CC=1C=NC=CC1)C1=CC(=CC=C1)[N+](=O)[O-])C(=O)OC)C (3-[2-[(E)-3-[4-(pyridin-3-ylmethyl)phenyl]allyloxy]ethyl] 5-methyl 2,6-dimethyl-4-(3-nitrophenyl)-1,4-dihydropyridine-3,5-dicarboxylate). Yield: 60.6%. As a reaction SMILES: [C:1]([O:7][CH2:8][CH2:9][O:10][CH2:11]/[CH:12]=[CH:13]/[C:14]1[CH:19]=[CH:18][C:17]([CH2:20][C:21]2[CH:22]=[N:23][CH:24]=[CH:25][CH:26]=2)=[CH:16][CH:15]=1)(=[O:6])[CH2:2][C:3]([CH3:5])=O.[NH2:27]/[C:28](/[CH3:34])=[CH:29]\[C:30]([O:32][CH3:33])=[O:31].[N+:35]([C:38]1[CH:39]=[C:40]([CH:43]=[CH:44][CH:45]=1)[CH:41]=O)([O-:37])=[O:36]>C(O)C>[CH3:5][C:3]1[NH:27][C:28]([CH3:34])=[C:29]([C:30]([O:32][CH3:33])=[O:31])[CH:41]([C:40]2[CH:43]=[CH:44][CH:45]=[C:38]([N+:35]([O-:37])=[O:36])[CH:39]=2)[C:2]=1[C:1]([O:7][CH2:8][CH2:9][O:10][CH2:11]/[CH:12]=[CH:13]/[C:14]1[CH:19]=[CH:18][C:17]([CH2:20][C:21]2[CH:22]=[N:23][CH:24]=[CH:25][CH:26]=2)=[CH:16][CH:15]=1)=[O:6]. Procedure: In 10 ml of ethanol were dissolved 1.0 g of 2-[(E)-3-[4-(pyridin-3-ylmethyl)phenyl]allyloxy]ethyl acetoacetate, 330 mg of methyl 3-aminocrotonate and 430 mg of 3-nitrobenzaldehyde, and the resulting solution was subjected to reaction under reflux for 9 hours. Subsequently, the solvent was removed by distillation under reduced pressure, and the residue thus obtained was purified by a column chromatography [Wako Silica Gel C-200, eluant: toluene:ethyl acetate (1:1 by volume)] to obtain 1.0 g (yiel... Starting materials: C(C)(=O)O[C@H]1[C@H](OCCBr)O[C@@H]([C@H]([C@@H]1OC(C)=O)O[C@H]1[C@H](OC(C)=O)[C@@H](OC(C)=O)[C@@H](O[C@@H]2[C@H](OC(C)=O)[C@@H](OC(C)=O)[C@@H](OC(C)=O)[C@H](O2)COC(C)=O)[C@H](O1)COC(C)=O)COC(C)=O (2-Bromoethyl 2,3,6-tri-O-acetyl-4-O-[-2,3,6-tri-O-acetyl-4-O-(2,3,4,6-tetra-O-acetyl-α-D-galactopyranosyl)-β-D-galactopyranosyl]-β-D-glucopyranoside), [OH-].[Na+] (sodium hydroxide). The reagents and catalysts are [Pd] (Pd/C). The solvent is C[O-].[Na+] (sodium methoxide), O (water). Yields the product C(C)(=O)O[C@H]1[C@H](OCC)O[C@@H]([C@H]([C@@H]1OC(C)=O)O[C@H]1[C@H](OC(C)=O)[C@@H](OC(C)=O)[C@@H](O[C@@H]2[C@H](OC(C)=O)[C@@H](OC(C)=O)[C@@H](OC(C)=O)[C@H](O2)COC(C)=O)[C@H](O1)COC(C)=O)COC(C)=O (Ethyl 2,3,6-tri-O-acetyl-4-O-[2,3,6-tri-O-acetyl-4-O-(2,3,4,6-tetra-O-acetyl-α-D-galactopyranosyl)-β-D-galactopyranosyl]-β-D-glucopyranoside). Yield: 63.0%. Reaction SMILES: [C:1]([O:4][C@@H:5]1[C@@H:14]([O:15][C:16](=[O:18])[CH3:17])[C@H:13]([O:19][C@@H:20]2[O:57][C@H:56]([CH2:58][O:59][C:60](=[O:62])[CH3:61])[C@H:31]([O:32][C@H:33]3[O:50][C@H:49]([CH2:51][O:52][C:53](=[O:55])[CH3:54])[C@H:44]([O:45][C:46](=[O:48])[CH3:47])[C@H:39]([O:40][C:41](=[O:43])[CH3:42])[C@H:34]3[O:35][C:36](=[O:38])[CH3:37])[C@H:26]([O:27][C:28](=[O:30])[CH3:29])[C@H:21]2[O:22][C:23](=[O:25])[CH3:24])[C@@H:12]([CH2:63][O:64][C:65](=[O:67])[CH3:66])[O:11][C@H:6]1[O:7][CH2:8][CH2:9]Br)(=[O:3])[CH3:2].[OH-].[Na+]>C[O-].[Na+].O.[Pd]>[C:1]([O:4][C@@H:5]1[C@@H:14]([O:15][C:16](=[O:18])[CH3:17])[C@H:13]([O:19][C@@H:20]2[O:57][C@H:56]([CH2:58][O:59][C:60](=[O:62])[CH3:61])[C@H:31]([O:32][C@H:33]3[O:50][C@H:49]([CH2:51][O:52][C:53](=[O:55])[CH3:54])[C@H:44]([O:45][C:46](=[O:48])[CH3:47])[C@H:39]([O:40][C:41](=[O:43])[CH3:42])[C@H:34]3[O:35][C:36](=[O:38])[CH3:37])[C@H:26]([O:27][C:28](=[O:30])[CH3:29])[C@H:21]2[O:22][C:23](=[O:25])[CH3:24])[C@@H:12]([CH2:63][O:64][C:65](=[O:67])[CH3:66])[O:11][C@H:6]1[O:7][CH2:8][CH3:9])(=[O:3])[CH3:2] |f:1.2,3.4|. Procedure: A solution of 59 (0.52 g, 0.5 mmol) in methanolic sodium methoxide (0.007M, 40 ml) was left at room temperature for 2 h and sodium hydroxide (95 mg) in water (2 ml) was added. The mixture was hydrogenated (atm. pressure, Pd/C, 10%, 100 mg) for 100 min, filtered, neutralized with M hydrochloric acid and the solvent was removed. The residue was acetylated (acetic anhydride-pyridine 1:1, 100 ml) for 17 h at room temperature and then co-concentrated with toluene. The residue wa partitioned between d... Reactants: CCN=C=NCCCN(C)C, CN(C)CCCC1c2ccccc2CCc2cc(OCCCC(=O)O)ccc21, ClCCl, Cl, O=C1CCC(=O)N1O. Yields the product CN(C)CCCC1c2ccccc2CCc2cc(OCCCC(=O)ON3C(=O)CCC3=O)ccc21. As a reaction SMILES: [CH2:38]([N:39]=[C:40]=[N:41][CH2:42][CH2:43][CH2:44][N:45]([CH3:46])[CH3:47])[CH3:48].[CH3:1][N:2]([CH2:3][CH2:4][CH2:5][CH:6]1[c:7]2[c:8]([cH:24][cH:25][cH:26][cH:27]2)[CH2:9][CH2:10][c:11]2[c:12]1[cH:13][cH:14][c:15]([O:17][CH2:18][CH2:19][CH2:20][C:21](=[O:22])[OH:23])[cH:16]2)[CH3:28].[Cl:49][CH2:50][Cl:51].[ClH:37].[OH:29][N:30]1[C:31](=[O:36])[CH2:32][CH2:33][C:34]1=[O:35]>>[CH3:1][N:2]([CH2:3][CH2:4][CH2:5][CH:6]1[c:7]2[c:8]([cH:24][cH:25][cH:26][cH:27]2)[CH2:9][CH2:10][c:11]2[c:12]1[cH:13][cH:14][c:15]([O:17][CH2:18][CH2:19][CH2:20][C:21]([O:22][N:30]1[C:31](=[O:36])[CH2:32][CH2:33][C:34]1=[O:35])=[O:23])[cH:16]2)[CH3:28]. Reactants: O (water), COC(CC(OC)OC)OC (1,1,3,3-tetramethoxypropane), Cl.C(C)(C)(C)NN (tert-butylhydrazine hydrochloride), Cl (HCl). Solvent: CCO (EtOH). Product: C(C)(C)(C)N1N=CC=C1 (1-tert-butyl-1H-pyrazole). The yield is 89.1%. RXN SMILES: CO[CH:3](OC)[CH2:4][CH:5](OC)OC.Cl.[C:13]([NH:17][NH2:18])([CH3:16])([CH3:15])[CH3:14].Cl.O>CCO>[C:13]([N:17]1[CH:5]=[CH:4][CH:3]=[N:18]1)([CH3:16])([CH3:15])[CH3:14] |f:1.2|. Procedure: A mixture of 1,1,3,3-tetramethoxypropane (3.7 g, 22.6 mmol), tert-butylhydrazine hydrochloride (2.8 g, 22.6 mmol), and conc. HCl (6 mL, 72 mmol) in EtOH (30 mL) was heated at reflux overnight. The reaction mixture was poured into water and the resulting mixture was extracted with ether (30 mL×3). The combined organics was washed with brine (20 mL), dried over MgSO4, and concentrated under reduced pressure to afford 1-tert-butyl-1H-pyrazole as a white solid (2.5 g, 89%). MS (ESI) m/z: 125 [M+H]+.